From a dataset of the Open Reaction Database (ORD), a public repository of structured organic reaction records. describe an organic reaction: reactants, conditions, products, and yield Reactants: CO, COc1cccc(C=O)c1, ClC(Cl)Cl, [K+], CN(C)C=O, [OH-]. Product: COc1cccc(C(O)C(Cl)(Cl)Cl)c1. RXN SMILES: [CH3:22][OH:23].[CH3:5][O:6][c:7]1[cH:8][c:9]([CH:10]=[O:11])[cH:12][cH:13][cH:14]1.[CH:1]([Cl:2])([Cl:3])[Cl:4].[K+:16].[O:17]=[CH:18][N:19]([CH3:20])[CH3:21].[OH-:15]>>[C:1]([Cl:2])([Cl:3])([Cl:4])[CH:10]([c:9]1[cH:8][c:7]([O:6][CH3:5])[cH:14][cH:13][cH:12]1)[OH:11]. Reactants: [O-]CC.[Na+] (sodium ethoxide), ClCC1=CC=C(C=C1)[N+](=O)[O-] (1-(chloromethyl)-4-nitrobenzene), [N+](=O)([O-])C(C)C (2-nitropropane). Run in C(C)O (ethanol). Yields the product CC(CC1=CC=C(C=C1)[N+](=O)[O-])(C)[N+](=O)[O-] (1-(2-methyl-2-nitropropyl)-4-nitrobenzene). Yield: 76.0%. As a reaction SMILES: [O-]CC.[Na+].Cl[CH2:6][C:7]1[CH:12]=[CH:11][C:10]([N+:13]([O-:15])=[O:14])=[CH:9][CH:8]=1.[N+:16]([CH:19]([CH3:21])[CH3:20])([O-:18])=[O:17]>C(O)C>[CH3:20][C:19]([N+:16]([O-:18])=[O:17])([CH3:21])[CH2:6][C:7]1[CH:12]=[CH:11][C:10]([N+:13]([O-:15])=[O:14])=[CH:9][CH:8]=1 |f:0.1|. Procedure: To a solution of sodium ethoxide (3.5 g, 50 mmol) in ethanol (100 mL), 1-(chloromethyl)-4-nitrobenzene (8.6 g, 50 mmol) and 2-nitropropane (2.2 g, 250 mmol) were added at room temperature, and the mixture was heated under reflux for 18 hours. The reaction solution was filtered, concentrated under reduced pressure, and diluted with ethyl acetate. The organic layer was washed with a saturated aqueous solution of sodium chloride, dried over anhydrous magnesium sulfate, and concentrated under reduce... The reactants are [Cl-], [Cl-], [Cl-], Cl[Mg]c1ccccc1, [Cs+], [Cs+], [Cs+], C1CCOC1, O=C1CCC2(CC1)OCCO2. Product: OC1(c2ccccc2)CCC2(CC1)OCCO2. Reaction SMILES: [Cl-:1].[Cl-:2].[Cl-:3].[Cl:18][Mg:19][c:20]1[cH:21][cH:22][cH:23][cH:24][cH:25]1.[Cs+:4].[Cs+:5].[Cs+:6].[O:26]1[CH2:27][CH2:28][CH2:29][CH2:30]1.[O:7]1[CH2:8][CH2:9][O:10][C:11]12[CH2:12][CH2:13][C:14](=[O:17])[CH2:15][CH2:16]2>>[O:7]1[CH2:8][CH2:9][O:10][C:11]12[CH2:12][CH2:13][C:14]([OH:17])([c:20]1[cH:21][cH:22][cH:23][cH:24][cH:25]1)[CH2:15][CH2:16]2. Reactants: C1=CC=CC=2C3=CC=CC=C3C(C12)S(=O)(=O)N (Fluorene-9-sulfonamide), BrCC(=O)OCC (ethyl bromoacetate), [H-].[Na+] (sodium hydride). Solvent: CN(C=O)C (dimethylformamide), O (water), CN(C=O)C (dimethylformamide), CN(C=O)C (dimethylformamide). Conditions: time 3 hour. The product is C(C)OC(CC1(C2=CC=CC=C2C=2C=CC=CC12)S(=O)(=O)N)=O (9-(Aminosulfonyl)fluorene-9-acetic acid ethyl ester). Yield: 25.2%. Reaction SMILES: [H-].[Na+].[CH:3]1[C:15]2[CH:14]([S:16]([NH2:19])(=[O:18])=[O:17])[C:13]3[C:8](=[CH:9][CH:10]=[CH:11][CH:12]=3)[C:7]=2[CH:6]=[CH:5][CH:4]=1.Br[CH2:21][C:22]([O:24][CH2:25][CH3:26])=[O:23]>CN(C)C=O.O>[CH2:25]([O:24][C:22](=[O:23])[CH2:21][C:14]1([S:16]([NH2:19])(=[O:17])=[O:18])[C:13]2[CH:12]=[CH:11][CH:10]=[CH:9][C:8]=2[C:7]2[C:15]1=[CH:3][CH:4]=[CH:5][CH:6]=2)[CH3:26] |f:0.1|. Procedure: To a stirred, 15° C. suspension of sodium hydride (60% in mineral oil, 500 mg, 12.2 mmoL, 1 eq) in 50 mL of dry dimethylformamide (from molecular sieves) under nitrogen was added dropwise over 15 minutes a solution of (8) (3 g, 12.2 mmoL) in 100 mL of dimethylformamide. A solution of ethyl bromoacetate (2.0 g, 12.2 mmoL, 1 eq) in 20 mL of dimethylformamide was then added dropwise over 10 minutes. After 3 h at room temperature, the reaction was diluted with water (100 mL), acidified (pH 5) and ex... Starting materials: [C-]#N, CC(C)(C)c1cc2c(F)c([N+](=O)[O-])ccc2[nH]1, CS(C)=O, [K+], O. Yields the product CC(C)(C)c1cc2c(C#N)c([N+](=O)[O-])ccc2[nH]1. Reaction SMILES: [C-:18]#[N:19].[C:1]([CH3:2])([CH3:3])([CH3:4])[c:5]1[nH:6][c:7]2[cH:8][cH:9][c:10]([N+:15](=[O:16])[O-:17])[c:11]([F:14])[c:12]2[cH:13]1.[CH3:22][S:23]([CH3:24])=[O:25].[K+:20].[OH2:21]>>[C:1]([CH3:2])([CH3:3])([CH3:4])[c:5]1[nH:6][c:7]2[cH:8][cH:9][c:10]([N+:15](=[O:16])[O-:17])[c:11]([C:18]#[N:19])[c:12]2[cH:13]1. Reactants: ClC1=CC=C2C(=CNC2=C1)C(=O)N1CCN(CC1)C1=C(C=CC=C1)F ((6-chloro-1H-indol-3-yl)-[4-(2-fluoro-phenyl)-piperazin-1-yl]-methanone), ClCC(=O)N1CCN(CC1)C (2-chloro-1-(4-methyl-piperazin-1-yl)-ethanone). Yields the product ClC1=CC=C2C(=CN(C2=C1)CC(=O)N1CCN(CC1)C)C(=O)N1CCN(CC1)C1=C(C=CC=C1)F (2-{6-Chloro-3-[4-(2-fluoro-phenyl)-piperazine-1-carbonyl]-indol-1-yl}-1-(4-methyl-piperazin-1-yl)-ethanone). As a reaction SMILES: [Cl:1][C:2]1[CH:10]=[C:9]2[C:5]([C:6]([C:11]([N:13]3[CH2:18][CH2:17][N:16]([C:19]4[CH:24]=[CH:23][CH:22]=[CH:21][C:20]=4[F:25])[CH2:15][CH2:14]3)=[O:12])=[CH:7][NH:8]2)=[CH:4][CH:3]=1.Cl[CH2:27][C:28]([N:30]1[CH2:35][CH2:34][N:33]([CH3:36])[CH2:32][CH2:31]1)=[O:29]>>[Cl:1][C:2]1[CH:10]=[C:9]2[C:5]([C:6]([C:11]([N:13]3[CH2:18][CH2:17][N:16]([C:19]4[CH:24]=[CH:23][CH:22]=[CH:21][C:20]=4[F:25])[CH2:15][CH2:14]3)=[O:12])=[CH:7][N:8]2[CH2:27][C:28]([N:30]2[CH2:35][CH2:34][N:33]([CH3:36])[CH2:32][CH2:31]2)=[O:29])=[CH:4][CH:3]=1. Reported procedure: Following general procedure II, the alkylation of (6-chloro-1H-indol-3-yl)-[4-(2-fluoro-phenyl)-piperazin-1-yl]-methanone (preparation described herein), with (commercially available) 2-chloro-1-(4-methyl-piperazin-1-yl)-ethanone gave the title compound. The reactants are C(C)(=O)NO (acetohydroxamic acid), CC(C)([O-])C.[K+] (potassium tertiarybutoxide), C(C)(=O)NO (acetohydroxamic acid), FC1=C(C#N)C=CC(=C1)OCOC (2-fluoro-4-(methoxymethoxy)-benzonitrile). Solvent: CCOC(=O)C (EtOAc), CN(C=O)C (N,N-dimethylformamide), CN(C=O)C (DMF), CC(=O)C.C(Cl)(Cl)Cl (acetone CHCl3). Conditions: time 16 hour. The product is NC1=NOC2=C1C=CC(=C2)OCOC (3-Amino-6-(methoxymethoxy)-1,2-benzisoxazole). Yield: 125.9%. Reaction SMILES: C([NH:4][OH:5])(=O)C.CC(C)([O-])C.[K+].F[C:13]1[CH:20]=[C:19]([O:21][CH2:22][O:23][CH3:24])[CH:18]=[CH:17][C:14]=1[C:15]#[N:16]>CN(C)C=O.CC(C)=O.C(Cl)(Cl)Cl.CCOC(C)=O>[NH2:16][C:15]1[C:14]2[CH:17]=[CH:18][C:19]([O:21][CH2:22][O:23][CH3:24])=[CH:20][C:13]=2[O:5][N:4]=1 |f:1.2,5.6|. Procedure details: To a stirred solution of acetohydroxamic acid (3.88 g) in N,N-dimethylformamide (DMF) (120 ml) was added potassium tertiarybutoxide (tBuOK) (5.80 g) under N2. After one hour of stirring 2-fluoro-4-(methoxymethoxy)-benzonitrile (6.0 g) was added. Stirring continued for 16 hours. TLC (silica gel) in 10% acetone/CHCl3 showed the presence of starting material. An additional 1 equivalent of acetohydroxamic acid and tBuOk were added in DMF (120 ml). After one hour the reaction was diluted with EtOAc (... Reactants: CC1=CC=C(C=C1)S(=O)(=O)OC[C@H]1COC2=C(O1)C(=C(C=C2)[N+](=O)[O-])CC=O ([(2R)-7-nitro-8-(2-oxoethyl)-2,3-dihydro-1,4-benzodioxin-2-yl]methyl 4-methylbenzenesulfonate), [H][H] (hydrogen). Reagents/catalysts: [Pt]=O (platinum oxide). Run in C(C)(=O)OCC (ethyl acetate). Yields the product CC1=CC=C(C=C1)S(=O)(=O)OCC1COC=2C(=C3C=CNC3=CC2)O1 (2,3-Dihydro-7H-[1,4]dioxino[2,3-e]indol-2-ylmethyl 4-methylbenzenesulfonate), hydrate. RXN SMILES: [CH3:1][C:2]1[CH:7]=[CH:6][C:5]([S:8]([O:11][CH2:12][C@@H:13]2[O:18][C:17]3[C:19]([CH2:26][CH:27]=O)=[C:20]([N+:23]([O-])=O)[CH:21]=[CH:22][C:16]=3[O:15][CH2:14]2)(=[O:10])=[O:9])=[CH:4][CH:3]=1.[H][H]>C(OCC)(=O)C.[Pt]=O>[CH3:1][C:2]1[CH:3]=[CH:4][C:5]([S:8]([O:11][CH2:12][CH:13]2[O:18][C:17]3=[C:19]4[C:20](=[CH:21][CH:22]=[C:16]3[O:15][CH2:14]2)[NH:23][CH:27]=[CH:26]4)(=[O:9])=[O:10])=[CH:6][CH:7]=1. Reported procedure: A mixture of 3.75 g (9.2 mmole) of [(2R)-7-nitro-8-(2-oxoethyl)-2,3-dihydro-1,4-benzodioxin-2-yl]methyl 4-methylbenzenesulfonate and 3.0 g of platinum oxide in 50 mL of ethyl acetate was treated with 45 psi of hydrogen on a Parr hydrogenation apparatus for 6 hours. The mixture was then filtered through celite and concentrated in vacuum. The residue was column chromatographed on silica gel with first 10% hexane/methylene chloride, then 1% methanol/methylene chloride and finally 2% methanol/methyl... Reactants: BrC=1C=C2C=3CC(CCC3NC2=C(C1)C(N)=O)C(=O)O (6-bromo-8-carbamoyl-2,3,4,9-tetrahydro-1H-carbazole-3-carboxylic acid), C(CCl)Cl (EDC), O.ON1N=NC2=C1C=CC=C2 (1-hydroxybenzotriazole hydrate), N1CCOCC1 (morpholine). Solvent: C1CCOC1.C(Cl)Cl (THF CH2Cl2). Conditions: time 16 hour. Product: BrC=1C=C2C=3CC(CCC3NC2=C(C1)C(=O)N)C(=O)N1CCOCC1 (6-bromo-3-(morpholine-4-carbonyl)-2,3,4,9-tetrahydro-1H-carbazole-8-carboxamide). The yield is 92.2%. As a reaction SMILES: [Br:1][C:2]1[CH:3]=[C:4]2[C:12](=[C:13]([C:15](=[O:17])[NH2:16])[CH:14]=1)[NH:11][C:10]1[CH2:9][CH2:8][CH:7]([C:18](O)=[O:19])[CH2:6][C:5]2=1.C(Cl)CCl.O.ON1C2C=CC=CC=2N=N1.[NH:36]1[CH2:41][CH2:40][O:39][CH2:38][CH2:37]1>C1COCC1.C(Cl)Cl>[Br:1][C:2]1[CH:3]=[C:4]2[C:12](=[C:13]([C:15]([NH2:16])=[O:17])[CH:14]=1)[NH:11][C:10]1[CH2:9][CH2:8][CH:7]([C:18]([N:36]3[CH2:41][CH2:40][O:39][CH2:38][CH2:37]3)=[O:19])[CH2:6][C:5]2=1 |f:2.3,5.6|. Procedure details: To a solution of 6-bromo-8-carbamoyl-2,3,4,9-tetrahydro-1H-carbazole-3-carboxylic acid (0.8 g, 2.135 mmol), EDC (0.491 g, 2.56 mmol), and 1-hydroxybenzotriazole hydrate (0.392 g, 2.56 mmol) in THF/CH2Cl2 (5/1) (30 mL) was added morpholine (0.4 mL, 4.27 mmol) and the reaction mixture was stirred at room temperature for 16 hours. The reaction mixture was concentrated and the solid was washed with ethyl acetate, and water. The organic layer was dried over Na2SO4 and concentrated to afford the crude... Reactants: C=CCC(C)(C)C(C)=O, CCO, O=Cc1ccc(Cl)cc1, [Na+], [OH-], O. Product: C=CCC(C)(C)C(=O)C=Cc1ccc(Cl)cc1. RXN SMILES: [CH3:10][C:11]([CH2:12][CH:13]=[CH2:14])([C:15]([CH3:16])=[O:17])[CH3:18].[CH3:21][CH2:22][OH:23].[Cl:1][c:2]1[cH:3][cH:4][c:5]([CH:6]=[O:7])[cH:8][cH:9]1.[Na+:20].[OH-:19].[OH2:24]>>[Cl:1][c:2]1[cH:3][cH:4][c:5]([CH:6]=[CH:16][C:15]([C:11]([CH3:10])([CH2:12][CH:13]=[CH2:14])[CH3:18])=[O:17])[cH:8][cH:9]1.